From a dataset of the Open Reaction Database (ORD), a public repository of structured organic reaction records. describe an organic reaction: reactants, conditions, products, and yield Reactants: C(C1=CC=CC=C1)C=1C=NC(=NC1)C1=CC=C(C=C1)O (5-benzyl-2-[4-hydroxyphenyl]pyrimidine), FC(C(C(OC(C(OC(COCCCBr)(F)F)(F)F)(F)F)(F)F)(F)F)(C(F)(F)F)F (3-(2-(2-(nonafluorobutoxy)tetrafluoroethoxy)-2,2-difluoroethoxy)-1-bromopropane), C([O-])([O-])=O.[K+].[K+] (potassium carbonate), C(C)#N (acetonitrile). Run in O (Water). Conditions: temperature 85 celsius, time 8 hour. Yields the product C(C1=CC=CC=C1)OC=1C=NC(=NC1)C1=CC=C(C=C1)OCCCOCC(F)(F)OC(C(OC(C(C(C(F)(F)F)(F)F)(F)F)(F)F)(F)F)(F)F (5-benzyloxy-2-[4-(3-(2-(2-(nonafluorobutoxy)tetrafluoroethoxy)-2,2-difluoroethoxy)propoxy)phenyl]pyrimidine). Reaction SMILES: C([C:8]1[CH:9]=[N:10][C:11]([C:14]2[CH:19]=[CH:18][C:17]([OH:20])=[CH:16][CH:15]=2)=[N:12][CH:13]=1)C1C=CC=CC=1.[F:21][C:22]([F:50])([C:46]([F:49])([F:48])[F:47])[C:23]([F:45])([F:44])[C:24]([F:43])([F:42])[O:25][C:26]([F:41])([F:40])[C:27]([F:39])([F:38])[O:28][C:29]([F:37])([F:36])[CH2:30][O:31][CH2:32][CH2:33][CH2:34]Br.[C:51](=[O:54])([O-])[O-].[K+].[K+].[C:57](#N)[CH3:58]>O>[CH2:51]([O:54][C:8]1[CH:13]=[N:12][C:11]([C:14]2[CH:15]=[CH:16][C:17]([O:20][CH2:34][CH2:33][CH2:32][O:31][CH2:30][C:29]([O:28][C:27]([F:39])([F:38])[C:26]([F:41])([F:40])[O:25][C:24]([F:43])([F:42])[C:23]([F:45])([F:44])[C:22]([F:50])([F:21])[C:46]([F:49])([F:48])[F:47])([F:37])[F:36])=[CH:18][CH:19]=2)=[N:10][CH:9]=1)[C:58]1[CH:57]=[CH:16][CH:15]=[CH:14][CH:11]=1 |f:2.3.4|. Procedure details: A 500 mL flask was charged with 5-benzyl-2-[4-hydroxyphenyl]pyrimidine (10.0 g, 40 mmol), 3-(2-(2-(nonafluorobutoxy)tetrafluoroethoxy)-2,2-difluoroethoxy)-1-bromopropane (24.2 g, 44 mmol, Example 3), potassium carbonate (6.1 g, 44 mmol), and anhydrous acetonitrile (100 mL), and the resulting mixture was stirred overnight at 85° C. under nitrogen. Water (150 mL) was added and the mixture was cooled to 5° C. and then filtered and dried to produce 5-benzyloxy-2-[4-(3-(2-(2-(nonafluorobutoxy)tetrafl... The reactants are C(CCC)[Li] (n-butyllithium), BrC=1C=CC=C2CCC(CC12)N(CCC)CCC (8-bromo-2-di-n-propylamino-1,2,3,4-tetrahydronaphthalene), C1CCOC1 (THF). Run at time 1 hour. Yields the product [OH-].[NH4+] (ammonium hydroxide), C(CC)N(C1CC2=C(C=CC=C2CC1)C(C)=O)CCC (2-di-n-propylamino-8-acetyl-1,2,3,4-tetrahydronaphthalene). The yield is 61.0%. Reaction SMILES: C([Li])CCC.Br[C:7]1[CH:8]=[CH:9][CH:10]=[C:11]2[C:16]=1[CH2:15][CH:14]([N:17]([CH2:21][CH2:22][CH3:23])[CH2:18][CH2:19][CH3:20])[CH2:13][CH2:12]2.C1C[O:27][CH2:26][CH2:25]1>>[OH-:27].[NH4+:17].[CH2:18]([N:17]([CH2:21][CH2:22][CH3:23])[CH:14]1[CH2:13][CH2:12][C:11]2[C:16](=[C:7]([C:26](=[O:27])[CH3:25])[CH:8]=[CH:9][CH:10]=2)[CH2:15]1)[CH2:19][CH3:20] |f:3.4|. Procedure details: A solution of n-butyllithium (1.6M in hexane, 15.1 ml, 24.2 mmol) was added to a solution of 8-bromo-2-di-n-propylamino-1,2,3,4-tetrahydronaphthalene (5.0 g, 16.1 mmol) in THF (50 ml) at -78° and the reaction stirred at -78° for one hour. Gaseous carbon dioxide was bubbled through the reaction at -78° until the deep violet color which forms dissipates. Methyllithium (1.4M in ether, 23 ml) was added. The reaction was stirred at -78° for 30 minutes and warmed to room temperature. The reaction was ...